This data is from the Open Reaction Database (ORD), a public repository of structured organic reaction records. The task is: describe an organic reaction: reactants, conditions, products, and yield Starting materials: COC1=C(C=CC(=C1)OC)C1=CC=C2C=NC(=NN21)SC (7-(2,4-Dimethoxy-phenyl)-2-methylsulfanyl-pyrrolo[2,1-f][1,2,4]triazine), ClC=1C=C(C(=O)OO)C=CC1 (m-chloroperoxybenzoic acid). Run in C(Cl)Cl (methylene chloride). Reaction conditions: time 2 hour. Yields the product COC1=C(C=CC(=C1)OC)C1=CC=C2C=NC(=NN21)S(=O)C (7-(2,4-dimethoxy-phenyl)-2-methanesulfinyl-pyrrolo[2,1-f][1,2,4]triazine). RXN SMILES: [CH3:1][O:2][C:3]1[CH:8]=[C:7]([O:9][CH3:10])[CH:6]=[CH:5][C:4]=1[C:11]1[N:19]2[C:14]([CH:15]=[N:16][C:17]([S:20][CH3:21])=[N:18]2)=[CH:13][CH:12]=1.ClC1C=C(C=CC=1)C(OO)=[O:27]>C(Cl)Cl>[CH3:1][O:2][C:3]1[CH:8]=[C:7]([O:9][CH3:10])[CH:6]=[CH:5][C:4]=1[C:11]1[N:19]2[C:14]([CH:15]=[N:16][C:17]([S:20]([CH3:21])=[O:27])=[N:18]2)=[CH:13][CH:12]=1. Procedure details: 7-(2,4-Dimethoxy-phenyl)-2-methylsulfanyl-pyrrolo[2,1-f][1,2,4]triazine (592 mg, 1.00 equiv) and m-chloroperoxybenzoic acid (77%, 462 mg, 1.05 equiv) were dissolved in methylene chloride and stirred for 2 hours at room temperature. Partitioned between methylene chloride and saturated aqueous sodium bicarbonate. Dried over magnesium sulfate. Triturated with ether to afford 7-(2,4-dimethoxy-phenyl)-2-methanesulfinyl-pyrrolo[2,1-f][1,2,4]triazine as a yellow solid, 605 mg. LCMS (E/I+) 318 (M+H). NM...